Dataset: the Open Reaction Database (ORD), a public repository of structured organic reaction records. Task: describe an organic reaction: reactants, conditions, products, and yield The reactants are CCCCCC(=O)Cl, O=C1Nc2ccccc2Nc2cscc21, c1ccccc1. Yields the product CCCCCC(=O)N1c2ccccc2NC(=O)c2cscc21. As a reaction SMILES: [C:16]([CH2:17][CH2:18][CH2:19][CH2:20][CH3:21])(=[O:22])[Cl:23].[cH:1]1[s:2][cH:3][c:4]2[c:10]1[C:9](=[O:11])[NH:8][c:7]1[c:6]([cH:15][cH:14][cH:13][cH:12]1)[NH:5]2.[cH:24]1[cH:25][cH:26][cH:27][cH:28][cH:29]1>>[cH:1]1[s:2][cH:3][c:4]2[c:10]1[C:9](=[O:11])[NH:8][c:7]1[c:6]([cH:15][cH:14][cH:13][cH:12]1)[N:5]2[C:16]([CH2:17][CH2:18][CH2:19][CH2:20][CH3:21])=[O:22]. Reactants: FC(C(Cl)(Cl)F)(Cl)C=1C=C(C=CC1)[N+](=O)[O-] (3-(1,2-difluoro-1,2,2-trichloroethyl)-nitrobenzene), stannous chloride, Cl (HCl). The solvent is C(C)O (ethanol). Product: FC(C(Cl)(Cl)F)(Cl)C=1C=C(N)C=CC1 (3-(1,2-Difluoro1,2,2-trichloroethyl)-aniline). RXN SMILES: [F:1][C:2]([C:8]1[CH:9]=[C:10]([N+:14]([O-])=O)[CH:11]=[CH:12][CH:13]=1)([Cl:7])[C:3]([F:6])([Cl:5])[Cl:4].Cl>C(O)C>[F:1][C:2]([C:8]1[CH:9]=[C:10]([CH:11]=[CH:12][CH:13]=1)[NH2:14])([Cl:7])[C:3]([F:6])([Cl:5])[Cl:4]. Procedure details: 104.4 G. of 3-(1,2-difluoro-1,2,2-trichloroethyl)-nitrobenzene is added over 10 min. to a solution of 325 g. of crystalline stannous chloride (SnCl2 . 2H2O) in 325 g. of concentrated HCl and 325 g. of ethanol with vigorous stirring, maintaining the temperature at 50° C. Stirring is continued for 3 additional hours. It is cooled in ice, and the precipitate collected by filtration. The solids are then suspended in 500 ml. water and 500 ml. of CH2Cl2, the mixture is cooled in ice and made basic by ... Reactants: CCOC(=O)CCNC(=O)CN1CC(=O)N(C)c2ccc([N+](=O)[O-])cc2C1=O, O=C=NCc1ccccc1, CCO. Product: CCOC(=O)CCNC(=O)CN1CC(=O)N(C)c2ccc(NC(=O)NCc3ccccc3)cc2C1=O. RXN SMILES: [CH2:1]([CH3:2])[O:3][C:4]([CH2:5][CH2:6][NH:7][C:8]([CH2:9][N:10]1[CH2:11][C:12](=[O:26])[N:13]([CH3:25])[c:14]2[c:15]([cH:18][c:19]([N+:22]([O-:23])=[O:24])[cH:20][cH:21]2)[C:16]1=[O:17])=[O:27])=[O:28].[CH2:29]([c:30]1[cH:31][cH:32][cH:33][cH:34][cH:35]1)[N:36]=[C:37]=[O:38].[CH3:39][CH2:40][OH:41]>>[CH2:1]([CH3:2])[O:3][C:4]([CH2:5][CH2:6][NH:7][C:8]([CH2:9][N:10]1[CH2:11][C:12](=[O:26])[N:13]([CH3:25])[c:14]2[c:15]([cH:18][c:19]([NH:22][C:37]([NH:36][CH2:29][c:30]3[cH:31][cH:32][cH:33][cH:34][cH:35]3)=[O:38])[cH:20][cH:21]2)[C:16]1=[O:17])=[O:27])=[O:28]. Reactants: CCO, Cl, [Fe+2], [Fe], [K+], [OH-], [OH-], [OH-], O, O=[N+]([O-])c1ccc2c(c1)C(Cc1ccncc1)(Cc1ccncc1)c1ccccc1-2. Yields the product Nc1ccc2c(c1)C(Cc1ccncc1)(Cc1ccncc1)c1ccccc1-2. Reaction SMILES: [CH2:35]([OH:36])[CH3:37].[ClH:31].[Fe+2:40].[Fe:38].[K+:33].[OH-:32].[OH-:39].[OH-:41].[OH2:34].[n:1]1[cH:2][cH:3][c:4]([CH2:7][C:8]2([CH2:24][c:25]3[cH:26][cH:27][n:28][cH:29][cH:30]3)[c:9]3[cH:10][cH:11][cH:12][cH:13][c:14]3-[c:15]3[cH:16][cH:17][c:18]([N+:21]([O-:22])=[O:23])[cH:19][c:20]32)[cH:5][cH:6]1>>[n:1]1[cH:2][cH:3][c:4]([CH2:7][C:8]2([CH2:24][c:25]3[cH:26][cH:27][n:28][cH:29][cH:30]3)[c:9]3[cH:10][cH:11][cH:12][cH:13][c:14]3-[c:15]3[cH:16][cH:17][c:18]([NH2:21])[cH:19][c:20]32)[cH:5][cH:6]1.